This data is from the Open Reaction Database (ORD), a public repository of structured organic reaction records. The task is: describe an organic reaction: reactants, conditions, products, and yield The reactants are CCOC(=O)C1C(O)CC2CC3(CC21)OCCO3, ClCCl, O=[Cr](=O)(O)O, c1ccncc1. Product: CCOC(=O)C1C(=O)CC2CC3(CC21)OCCO3. RXN SMILES: [CH2:1]1[O:2][C:3]2([CH2:4][CH:5]3[CH2:6][CH:7]([OH:16])[CH:8]([C:11](=[O:12])[O:13][CH2:14][CH3:15])[CH:9]3[CH2:10]2)[O:17][CH2:18]1.[CH2:30]([Cl:31])[Cl:32].[Cr:25]([OH:26])([OH:27])(=[O:28])=[O:29].[n:19]1[cH:20][cH:21][cH:22][cH:23][cH:24]1>>[CH2:1]1[O:2][C:3]2([CH2:4][CH:5]3[CH2:6][C:7](=[O:16])[CH:8]([C:11](=[O:12])[O:13][CH2:14][CH3:15])[CH:9]3[CH2:10]2)[O:17][CH2:18]1.